Task: describe an organic reaction: reactants, conditions, products, and yield. Dataset: the Open Reaction Database (ORD), a public repository of structured organic reaction records The reactants are Cl (HCl), Cl.Cl.O=C1CC2(CCNCC2)OC2=CC=C(C=C12)C=1C=NC=C(C(=O)O)C1 (5-{4-oxospiro[chroman-2,4′-piperidin]-6-yl}nicotinic acid di-hydrochloride), TEA, C1(CC1)C=1C=CC=C2C(=CC(=NC12)C(=O)N1C=NC=C1)OC ((8-cyclopropyl-4-methoxy-quinolin-2-yl)-imidazol-1-yl-methanone). Run in O (H2O), CN(C)C=O (DMF). Conditions: temperature 70 celsius, time 19 hour. The product is C1(CC1)C=1C=CC=C2C(=CC(=NC12)C(=O)N1CCC2(CC1)OC1=CC=C(C=C1C(C2)=O)C=2C=NC=C(C(=O)O)C2)OC (5-{1′-[(8-Cyclopropyl-4-methoxyquinolin-2-yl)carbonyl]-4-oxospiro[chroman-2,4′-piperidin]-6-yl}nicotinic acid). As a reaction SMILES: Cl.Cl.[O:3]=[C:4]1[C:18]2[C:13](=[CH:14][CH:15]=[C:16]([C:19]3[CH:20]=[N:21][CH:22]=[C:23]([CH:27]=3)[C:24]([OH:26])=[O:25])[CH:17]=2)[O:12][C:6]2([CH2:11][CH2:10][NH:9][CH2:8][CH2:7]2)[CH2:5]1.[CH:28]1([C:31]2[CH:32]=[CH:33][CH:34]=[C:35]3[C:40]=2[N:39]=[C:38]([C:41](N2C=CN=C2)=[O:42])[CH:37]=[C:36]3[O:48][CH3:49])[CH2:30][CH2:29]1.Cl>CN(C=O)C.O>[CH:28]1([C:31]2[CH:32]=[CH:33][CH:34]=[C:35]3[C:40]=2[N:39]=[C:38]([C:41]([N:9]2[CH2:10][CH2:11][C:6]4([CH2:5][C:4](=[O:3])[C:18]5[C:13](=[CH:14][CH:15]=[C:16]([C:19]6[CH:20]=[N:21][CH:22]=[C:23]([CH:27]=6)[C:24]([OH:26])=[O:25])[CH:17]=5)[O:12]4)[CH2:7][CH2:8]2)=[O:42])[CH:37]=[C:36]3[O:48][CH3:49])[CH2:29][CH2:30]1 |f:0.1.2|. Procedure: 5-{4-oxospiro[chroman-2,4′-piperidin]-6-yl}nicotinic acid di-hydrochloride (4.93 g, 12.0 mmol), TEA (5.14 mL, 36.9 mmol) were suspended in DMF (49 mL) and (8-cyclopropyl-4-methoxy-quinolin-2-yl)-imidazol-1-yl-methanone (2.70 g, 9.22 mmol) was added thereto at room temperature, and the reaction mixture was stirred at 70° C. for 19 h. After cooled to room temperature, the mixture was poured into 1N HCl aq. (27.7 mL, 27.7 mmol) in H2O (367 mL) solution and the suspension was stirred for 2 h. The re... Starting materials: C(N)(=O)C(C(C)C)(C)NCC1=C(C(=O)O)C=C(C=N1)CC (2-{[(1-carbamoyl-1,2-dimethylpropyl)amino]methyl}-5-ethylnicotinic acid), C(C)(=O)[O-].[Na+] (sodium acetate), BrBr (bromine). The solvent is C(C)(=O)O (acetic acid). Reaction conditions: time 16 hour. The product is C(C)C=1C=NC(=C(C(=O)O)C1)C=1NC(C(N1)(C)C(C)C)=O (5-ethyl-2-(4-isopropyl-4-methyl-5-oxo-2-imidazolin-2-yl)nicotinic acid). The yield is 51.2%. Reaction SMILES: [C:1]([C:4]([NH:9][CH2:10][C:11]1[N:19]=[CH:18][C:17]([CH2:20][CH3:21])=[CH:16][C:12]=1[C:13]([OH:15])=[O:14])([CH3:8])[CH:5]([CH3:7])[CH3:6])(=[O:3])[NH2:2].C([O-])(=O)C.[Na+].BrBr>C(O)(=O)C>[CH2:20]([C:17]1[CH:18]=[N:19][C:11]([C:10]2[NH:2][C:1](=[O:3])[C:4]([CH:5]([CH3:7])[CH3:6])([CH3:8])[N:9]=2)=[C:12]([CH:16]=1)[C:13]([OH:15])=[O:14])[CH3:21] |f:1.2|. Procedure: A mixture of 0.8 g of 2-{[(1-carbamoyl-1,2-dimethylpropyl)amino]methyl}-5-ethylnicotinic acid (2.7 mmol) and 0.56 g sodium acetate (6.8 mmol) in 10 mL acetic acid is warmed until homogeneous and cooled to room temperature. The solution is treated with 0.88 g bromine (5.45 mmol), and the reaction is stirred at 25° C. for 16 hours, then at 75° C. for three days. The reaction mixture is partitioned between CH2Cl2 and water, and the organic phase is dried and concentrated in vacuo. The residue is re... Reactants: CC(=O)OCc1c(C(=O)C(=O)O)c2cc(-c3cccc(C)c3)ccc2n1Cc1ccc(C(C)(C)C)cc1, C1CCOC1, CO, [K+], [OH-]. Product: Cc1cccc(-c2ccc3c(c2)c2c(n3Cc3ccc(C(C)(C)C)cc3)COC(=O)C2=O)c1. As a reaction SMILES: [C:1]([O:2][CH2:5][c:6]1[n:7]([CH2:27][c:28]2[cH:29][cH:30][c:31]([C:34]([CH3:35])([CH3:36])[CH3:37])[cH:32][cH:33]2)[c:8]2[cH:9][cH:10][c:11](-[c:20]3[cH:21][c:22]([CH3:26])[cH:23][cH:24][cH:25]3)[cH:12][c:13]2[c:14]1[C:15]([C:16](=[O:17])[OH:18])=[O:19])(=[O:3])[CH3:4].[CH2:40]1[O:41][CH2:42][CH2:43][CH2:44]1.[CH3:45][OH:46].[K+:39].[OH-:38]>>[CH2:5]1[c:6]2[n:7]([CH2:27][c:28]3[cH:29][cH:30][c:31]([C:34]([CH3:35])([CH3:36])[CH3:37])[cH:32][cH:33]3)[c:8]3[cH:9][cH:10][c:11](-[c:20]4[cH:21][c:22]([CH3:26])[cH:23][cH:24][cH:25]4)[cH:12][c:13]3[c:14]2[C:15](=[O:19])[C:16](=[O:18])[O:17]1. Starting materials: C(#N)CC=1C=C(C(=O)OCC)C=C(C1)C(=O)N(CCC)CCC (Ethyl 3-(cyanomethyl)-5-[(dipropylamino)carbonyl]benzoate), Cl (hydrochloric acid), O.[OH-].[Li+] (lithium hydroxide monohydrate). The solvent is O (water), C(C)O (ethanol), O (water). Product: C(#N)CC=1C=C(C(=O)O)C=C(C1)C(=O)N(CCC)CCC (3-(cyanomethyl)-5-[(dipropylamino)carbonyl]benzoic acid). RXN SMILES: [C:1]([CH2:3][C:4]1[CH:5]=[C:6]([CH:12]=[C:13]([C:15]([N:17]([CH2:21][CH2:22][CH3:23])[CH2:18][CH2:19][CH3:20])=[O:16])[CH:14]=1)[C:7]([O:9]CC)=[O:8])#[N:2].O.[OH-].[Li+].Cl>C(O)C.O>[C:1]([CH2:3][C:4]1[CH:5]=[C:6]([CH:12]=[C:13]([C:15]([N:17]([CH2:18][CH2:19][CH3:20])[CH2:21][CH2:22][CH3:23])=[O:16])[CH:14]=1)[C:7]([OH:9])=[O:8])#[N:2] |f:1.2.3|. Procedure details: A mixture of ethyl 3-[(dipropylamino)carbonyl]-5-(hydroxymethyl)benzoate (1.5 g) and phosphorous tribromide (0.95 mL) is stirred in dichloromethane (10 mL) and heated at 50 degrees C. for 4 hours and then cooled and partitioned between dichloromethane and water. The organic phase is separated and washed with aqueous sodium bicarbonate and then dried over magnesium sulfate and taken to dryness to give ethyl 3-(bromomethyl)-5-[(dipropylamino)carbonyl]benzoate, high resolution MS MH+=370.1020. Ethy... Reactants: OC1=CC=C(C=C1)C1=CC=C2N1CCN=C2C (3,4-Dihydro-6-(4-hydroxyphenyl)-1-methylpyrrolo[1,2-a]pyrazine), C(C1=CC=CC=C1)Br (benzyl bromide), [OH-].[Na+] (sodium hydroxide), saturated solution, C(\C=C\C(=O)O)(=O)O (fumaric acid). The reagents and catalysts are [Br-].C(C1=CC=CC=C1)[N+](CCCC)(CCCC)CCCC (benzyltributylammonium bromide). The solvent is O (water), C(Cl)Cl (methylene chloride), C(C)O (ethanol), O (water), C(Cl)Cl (methylene chloride). The product is C(\C=C\C(=O)O)(=O)O.C(C1=CC=CC=C1)OC1=CC=C(C=C1)C1=CC=C2N1CCN=C2C (6-[p-(benzyloxy)phenyl]-3,4-dihydro-1-methylpyrrolo[1,2-a]pyrazine fumarate). The yield is 19.0%. RXN SMILES: [OH:1][C:2]1[CH:7]=[CH:6][C:5]([C:8]2[N:12]3[CH2:13][CH2:14][N:15]=[C:16]([CH3:17])[C:11]3=[CH:10][CH:9]=2)=[CH:4][CH:3]=1.[CH2:18](Br)[C:19]1[CH:24]=[CH:23][CH:22]=[CH:21][CH:20]=1.[OH-].[Na+].[C:28]([OH:35])(=[O:34])/[CH:29]=[CH:30]/[C:31]([OH:33])=[O:32]>[Br-].C([N+](CCCC)(CCCC)CCCC)C1C=CC=CC=1.O.C(O)C.C(Cl)Cl>[C:28]([OH:35])(=[O:34])/[CH:29]=[CH:30]/[C:31]([OH:33])=[O:32].[CH2:18]([O:1][C:2]1[CH:3]=[CH:4][C:5]([C:8]2[N:12]3[CH2:13][CH2:14][N:15]=[C:16]([CH3:17])[C:11]3=[CH:10][CH:9]=2)=[CH:6][CH:7]=1)[C:19]1[CH:24]=[CH:23][CH:22]=[CH:21][CH:20]=1 |f:2.3,5.6,10.11|. Procedure details: 3,4-Dihydro-6-(4-hydroxyphenyl)-1-methylpyrrolo[1,2-a]pyrazine (5.0 g), 100 ml of methylene chloride, 5.3 ml of benzyl bromide and 0.8 g of benzyltributylammonium bromide was added in succession to a solution of 1.8 g of sodium hydroxide in 100 ml of water under argon. The mixture was boiled under reflux overnight and stirred and subsequently cooled. After the addition of 100 ml of methylene chloride and 100 ml of water the phases were separated and the aqueous phase was extracted twice with 100... Reaction SMILES: [F:1][C:2]1[CH:11]=[CH:10][CH:9]=[CH:8][C:3]=1[C:4]([NH:6][NH2:7])=O.Cl.[CH3:13][NH:14][C:15](=NC)[CH2:16][CH2:17][CH2:18][CH:19]=[CH2:20]>>[F:1][C:2]1[CH:11]=[CH:10][CH:9]=[CH:8][C:3]=1[C:4]1[N:14]([CH3:13])[C:15]([CH2:16][CH2:17][CH2:18][CH:19]=[CH2:20])=[N:7][N:6]=1 |f:1.2|. The product is FC1=C(C=CC=C1)C1=NN=C(N1C)CCCC=C (3-(2-fluorophenyl)-4-methyl-5-(4-penten-1-yl)-4H-1,2,4-triazole). Starting materials: FC1=C(C(=O)NN)C=CC=C1 (2-fluorobenzoic hydrazide), Cl.CNC(CCCC=C)=NC (N,N′-dimethyl-5-hexenimidamide hydrochloride). Procedure: The title compound was prepared in analogy to Preparation 11 in 0.23 g yield starting from 2-fluorobenzoic hydrazide (0.44 g) and N,N′-dimethyl-5-hexenimidamide hydrochloride (0.50 g). MS (m/z): 245 [MH]+. Reactants: FC(C1=CC=C(C=C1)N1CCNCC1)(F)F (1-(4-trifluoromethyl-phenyl)-piperazine), FC(CNC(=O)C1(C2=CC=CC=C2C=2C=CC=CC12)CCCCBr)(F)F (9-(4-bromo-butyl)-9H-fluorene-9-carboxylic acid-(2,2,2-trifluoroethyl)-amide). Product: FC(CNC(=O)C1(C2=CC=CC=C2C=2C=CC=CC12)CCCCN1CCN(CC1)C1=CC=C(C=C1)C(F)(F)F)(F)F (9-{4-[4-(4-Trifluoromethyl-phenyl)-piperazin-1-yl]-butyl}-9H-fluorene-9-carboxylic acid-(2,2,2-trifluoroethyl)-amide). Reaction SMILES: [F:1][C:2]([F:16])([F:15])[C:3]1[CH:8]=[CH:7][C:6]([N:9]2[CH2:14][CH2:13][NH:12][CH2:11][CH2:10]2)=[CH:5][CH:4]=1.[F:17][C:18]([F:42])([F:41])[CH2:19][NH:20][C:21]([C:23]1([CH2:36][CH2:37][CH2:38][CH2:39]Br)[C:35]2[CH:34]=[CH:33][CH:32]=[CH:31][C:30]=2[C:29]2[C:24]1=[CH:25][CH:26]=[CH:27][CH:28]=2)=[O:22]>>[F:17][C:18]([F:41])([F:42])[CH2:19][NH:20][C:21]([C:23]1([CH2:36][CH2:37][CH2:38][CH2:39][N:12]2[CH2:13][CH2:14][N:9]([C:6]3[CH:5]=[CH:4][C:3]([C:2]([F:1])([F:15])[F:16])=[CH:8][CH:7]=3)[CH2:10][CH2:11]2)[C:35]2[CH:34]=[CH:33][CH:32]=[CH:31][C:30]=2[C:29]2[C:24]1=[CH:25][CH:26]=[CH:27][CH:28]=2)=[O:22]. Procedure details: Prepared analogously to Example 2 b from 1-(4-trifluoromethyl-phenyl)-piperazine and 9-(4-bromo-butyl)-9H-fluorene-9-carboxylic acid-(2,2,2-trifluoroethyl)-amide.